From a dataset of the Open Reaction Database (ORD), a public repository of structured organic reaction records. describe an organic reaction: reactants, conditions, products, and yield The reactants are O (water), O=C1C(CCCCC12CC1=CC=CC=C1C2)C(=O)OC (Methyl 2-oxo-1′,3′-dihydrospiro[cycloheptane-1,2′-indene]-3-carboxylate), [N+](=O)(O)[O-].NC(=N)N (guanidine nitrate), C([O-])([O-])=O.[K+].[K+] (potassium carbonate). Solvent: CN(C)C=O (DMF), C(C)(=O)O (acetic acid). The product is NC=1N=C(C2=C(N1)C1(CC3=CC=CC=C3C1)CCCC2)O (2-amino-1′,3′,5,6,7,8-hexahydrospiro[cyclohepta[d]pyrimidine-9,2′-inden]-4-ol). Reaction SMILES: O=[C:2]1[C:8]2([CH2:16][C:15]3[C:10](=[CH:11][CH:12]=[CH:13][CH:14]=3)[CH2:9]2)[CH2:7][CH2:6][CH2:5][CH2:4][CH:3]1[C:17]([O:19]C)=O.[N+]([O-])(O)=O.[NH2:25][C:26]([NH2:28])=[NH:27].C(=O)([O-])[O-].[K+].[K+].O>CN(C=O)C.C(O)(=O)C>[NH2:28][C:26]1[N:25]=[C:17]([OH:19])[C:3]2[CH2:4][CH2:5][CH2:6][CH2:7][C:8]3([CH2:16][C:15]4[C:10](=[CH:11][CH:12]=[CH:13][CH:14]=4)[CH2:9]3)[C:2]=2[N:27]=1 |f:1.2,3.4.5|. Reported procedure: A mixture of Example 19B (490 mg, 1.799 mmol), guanidine nitrate (439 mg, 3.60 mmol), and potassium carbonate (497 mg, 3.60 mmol) in DMF (4 mL) was heated overnight at 120° C. After this time, the mixture was cooled to room temperature, then poured into 50 mL of water. The pH was adjusted to about 5 with acetic acid, then the precipitate was collected by filtration, washed with water, and air-dried. The sample was further dried azeotropically with toluene to yield the title compound. 1H NMR (300... Reactants: C(C)C1=NC2=C(N1C)C=C(C=C2)N2C(C=C(C=C2)O)=O (1-(2-ethyl-1-methyl-1H-benzimidazol-6-yl)-4-hydroxypyridin-2(1H)-one), FC(C1=CC(=CS1)CO)(F)F ((5-(trifluoromethyl)-3-thienyl)methanol), C1(=CC=CC=C1)P(C1=CC=CC=C1)C1=CC=CC=C1 (triphenylphosphine), N(=NC(=O)OCCOC)C(=O)OCCOC (bis(2-methoxyethyl) azodicarboxylate). The solvent is C1CCOC1 (THF), O (water). Reaction conditions: time 3 hour. Yields the product C(C)C1=NC2=C(N1C)C=C(C=C2)N2C(C=C(C=C2)OCC2=CSC(=C2)C(F)(F)F)=O (1-(2-Ethyl-1-methyl-1H-benzimidazol-6-yl)-4-((5-(trifluoromethyl)-3-thienyl)methoxy)pyridin-2(1H)-one). Yield: 14.5%. Reaction SMILES: [CH2:1]([C:3]1[N:7]([CH3:8])[C:6]2[CH:9]=[C:10]([N:13]3[CH:18]=[CH:17][C:16]([OH:19])=[CH:15][C:14]3=[O:20])[CH:11]=[CH:12][C:5]=2[N:4]=1)[CH3:2].[F:21][C:22]([F:31])([F:30])[C:23]1[S:27][CH:26]=[C:25]([CH2:28]O)[CH:24]=1.C1(P(C2C=CC=CC=2)C2C=CC=CC=2)C=CC=CC=1.N(C(OCCOC)=O)=NC(OCCOC)=O>C1COCC1.O>[CH2:1]([C:3]1[N:7]([CH3:8])[C:6]2[CH:9]=[C:10]([N:13]3[CH:18]=[CH:17][C:16]([O:19][CH2:28][C:25]4[CH:24]=[C:23]([C:22]([F:31])([F:30])[F:21])[S:27][CH:26]=4)=[CH:15][C:14]3=[O:20])[CH:11]=[CH:12][C:5]=2[N:4]=1)[CH3:2]. Reported procedure: To a solution of 1-(2-ethyl-1-methyl-1H-benzimidazol-6-yl)-4-hydroxypyridin-2(1H)-one (300 mg), (5-(trifluoromethyl)-3-thienyl)methanol (352 mg) and triphenylphosphine (877 mg) in THF (10 ml) was added bis(2-methoxyethyl) azodicarboxylate (783 mg), and the mixture was stirred at room temperature for 3 h. The mixture was poured into water and extracted with EtOAc. The extract was washed with brine, dried over MgSO4, concentrated and purified by silica gel column chromatography (hexane/EtOAc then ... Reactants: C(F)F (HFC-32), C(=C/F)\C(F)(F)F (HFO-1234ze). The product is C=C(C(F)(F)F)F.C(F)F (HFO-1234yf HFC-32). As a reaction SMILES: [CH2:1]([F:3])[F:2].[CH:4](/[C:7]([F:10])([F:9])[F:8])=[CH:5]\F>>[CH2:5]=[C:4]([F:2])[C:7]([F:10])([F:9])[F:8].[CH2:1]([F:3])[F:2] |f:2.3|. Reported procedure: HFC-32/HFO-1243zf/HFO-1234ze mixture; The reactants are SCCC(=O)O (3-mercaptopropionic acid), CC(C)(C)C1=C(C(=CC(=C1)S)C(C)(C)C)O (2,6-bis(1,1-dimethylethyl)-4-mercaptophenol), [Na] (sodium), BrCCCl (1-bromo-2-chloroethane). Yields the product CC(C)(C)C=1C=C(C=C(C1O)C(C)(C)C)SCCSCCC(=O)O (3-[[2-[[3,5-bis(1,1-dimethylethyl)-4-hydroxyphenyl]thio]ethyl]thio]propanoic acid). RXN SMILES: [SH:1][CH2:2][CH2:3][C:4]([OH:6])=[O:5].[Na].Br[CH2:9][CH2:10]Cl.[CH3:12][C:13]([C:16]1[CH:21]=[C:20]([SH:22])[CH:19]=[C:18]([C:23]([CH3:26])([CH3:25])[CH3:24])[C:17]=1[OH:27])([CH3:15])[CH3:14]>>[CH3:26][C:23]([C:18]1[CH:19]=[C:20]([S:22][CH2:9][CH2:10][S:1][CH2:2][CH2:3][C:4]([OH:6])=[O:5])[CH:21]=[C:16]([C:13]([CH3:15])([CH3:14])[CH3:12])[C:17]=1[OH:27])([CH3:24])[CH3:25] |^1:6|. Reported procedure: The title compound was prepared according to the method of Example 5 from 3-mercaptopropionic acid (6.1 g, 0.057 mole); sodium (3.9 g 0.17 mole); 1-bromo-2-chloroethane (12.4 g, 0.086 mole); and 2,6-bis(1,1-dimethylethyl)-4-mercaptophenol (13.7 g, 0.057 mole), purified by chromatography on silica and recrystallized from ethyl acetate/hexane, m.p. ca. 57.5° C. Reactants: ClC=1C=NC=C(C1SC1=C(C=C(S1)C(=O)O)[N+](=O)[O-])Cl (5-((3,5-dichloropyridin-4-yl)thio)-4-nitrothiophene-2-carboxylic acid), NCCC(=O)N1CCCC1 (3-amino-1-(pyrrolidin-1-yl)propan-1-one). The product is ClC=1C=NC=C(C1SC1=C(C=C(S1)C(=O)NCCC(N1CCCC1)=O)[N+](=O)[O-])Cl (5-((3,5-dichloropyridin-4-yl)thio)-4-nitro-N-(3-oxo-3-(pyrrolidin-1-yl)propyl)thiophene-2-carboxamide), solid. Isolated yield 3.0%. As a reaction SMILES: [Cl:1][C:2]1[CH:3]=[N:4][CH:5]=[C:6]([Cl:20])[C:7]=1[S:8][C:9]1[S:13][C:12]([C:14]([OH:16])=O)=[CH:11][C:10]=1[N+:17]([O-:19])=[O:18].[NH2:21][CH2:22][CH2:23][C:24]([N:26]1[CH2:30][CH2:29][CH2:28][CH2:27]1)=[O:25]>>[Cl:20][C:6]1[CH:5]=[N:4][CH:3]=[C:2]([Cl:1])[C:7]=1[S:8][C:9]1[S:13][C:12]([C:14]([NH:21][CH2:22][CH2:23][C:24](=[O:25])[N:26]2[CH2:30][CH2:29][CH2:28][CH2:27]2)=[O:16])=[CH:11][C:10]=1[N+:17]([O-:19])=[O:18]. Procedure details: Prepared according to the procedure described for example 70 from 5-((3,5-dichloropyridin-4-yl)thio)-4-nitrothiophene-2-carboxylic acid (500 mg, 1.4 mmol) and 3-amino-1-(pyrrolidin-1-yl)propan-1-one (240 mg, 1.7 mmol). The title compound was obtained as a solid (22.0 mg, 3% yield). 1H NMR (400 MHz, d6-DMSO) δ: 8.99 (2H, m), 8.92 (1H, m), 8.43 (1H, s), 3.40 (2H, m), 3.34 (2H, m), 3.26 (2H, m), 2.47 (2H, m), 1.84 (2H, m), 1.73 (2H, m). MS m/z: 475.10, 477.11 [M+H]+. Reactants: FC=1C=CC=C2C(C(N(C12)C)=O)=O (7-fluoro-1-methyl-1H-indole-2,3-dione). Solvent: O.NN (hydrazine hydrate), ice water. The product is FC=1C=CC=C2CC(N(C12)C)=O (7-fluoro-1-methyl-1,3-dihydro-indol-2-one). Reaction SMILES: [F:1][C:2]1[CH:3]=[CH:4][CH:5]=[C:6]2[C:10]=1[N:9]([CH3:11])[C:8](=[O:12])[C:7]2=O>O.NN>[F:1][C:2]1[CH:3]=[CH:4][CH:5]=[C:6]2[C:10]=1[N:9]([CH3:11])[C:8](=[O:12])[CH2:7]2 |f:1.2|. Procedure: 7-Fluoro-1-methyl-1H-indole-2,3-dione (6, 2.48 g, 0.0138 mol) is heated with neat hydrazine hydrate (30 ml) at 130° C. for 30 minutes. The mixture is cooled, diluted with ice water and extracted with ethyl acetate. The extract is washed with brine, dried (Na2SO4), and evaporated to give the title compound as a solid. HPLC r.t. 4.07 min; MS for C9H8FNO m/z 165.16 (M+H)+. Reactants: C(C)(C)(C)OC(CC(NC(=O)C1=NOC(=C1)C)C1=CC=C(C=C1)NC(=O)OC(C)(C)C)=O (3-(4-tert-butoxycarbonylamino-phenyl)-3-[(5-methyl-isoxazole-3-carbonyl)-amino]-propionic acid tert-butyl ester), FC(C(=O)O)(F)F (trifluoroacetic acid), C(O)([O-])=O.[Na+] (sodium hydrogen carbonate). The solvent is ClCCl (dichloromethane), ClCCl (dichloromethane). Conditions: time 4 hour. Product: C(C)(C)(C)OC(CC(NC(=O)C1=NOC(=C1)C)C1=CC=C(C=C1)N)=O (3-(4-Amino-phenyl)-3-[(5-methyl-isoxazole-3-carbonyl)-amino]-propionic Acid Tert-Butyl Ester). The yield is 64.5%. As a reaction SMILES: [C:1]([O:5][C:6](=[O:32])[CH2:7][CH:8]([C:18]1[CH:23]=[CH:22][C:21]([NH:24]C(OC(C)(C)C)=O)=[CH:20][CH:19]=1)[NH:9][C:10]([C:12]1[CH:16]=[C:15]([CH3:17])[O:14][N:13]=1)=[O:11])([CH3:4])([CH3:3])[CH3:2].FC(F)(F)C(O)=O.C(=O)([O-])O.[Na+]>ClCCl>[C:1]([O:5][C:6](=[O:32])[CH2:7][CH:8]([C:18]1[CH:19]=[CH:20][C:21]([NH2:24])=[CH:22][CH:23]=1)[NH:9][C:10]([C:12]1[CH:16]=[C:15]([CH3:17])[O:14][N:13]=1)=[O:11])([CH3:4])([CH3:2])[CH3:3] |f:2.3|. Procedure details: A solution of (R) 3-(4-tert-butoxycarbonylamino-phenyl)-3-[(5-methyl-isoxazole-3-carbonyl)-amino]-propionic acid tert-butyl ester (2 g, Reference Example 11) in dichloromethane (50 mL) was treated with trifluoroacetic acid (5 mL). After four hours [the reaction was monitored by TLC: no more starting material was visible after about 4 hours] at room temperature the reaction mixture was poured carefully onto a mixture of sodium hydrogen carbonate solution (100 mL, 5% w/v) and dichloromethane (50 m... Isolated yield 71.0%. Reported procedure: A solution of 7-methoxy-indole (1.10 g, 7.47 mmol) in Et2O (150 mL) cooled to 0–5° C. was treated with oxalyl chloride (0.75 mL, 8.6 mmol). After 30 min, the mixture was allowed to warm to room temperature and stirred 1 h. Additional oxalyl chloride (0.25 mL, 2.87 mmol) was added, the mixture stirred an additional 1 h and then cooled to −78° C. A 25% solution of sodium methoxide in methanol (5.4 mL, 23.8 mmol) was added over 10 min. The suspension was warmed to room temperature, stirred 2 h and ... Starting materials: solution, C[O-].[Na+] (sodium methoxide), CO (methanol), COC=1C=CC=C2C=CNC12 (7-methoxy-indole), C(C(=O)Cl)(=O)Cl (oxalyl chloride), C(C(=O)Cl)(=O)Cl (oxalyl chloride). Reaction SMILES: [CH3:1][O:2][C:3]1[CH:4]=[CH:5][CH:6]=[C:7]2[C:11]=1[NH:10][CH:9]=[CH:8]2.C(Cl)(=O)[C:13](Cl)=[O:14].[CH3:18][O-:19].[Na+].[CH3:21][OH:22]>CCOCC.CCOC(C)=O>[CH3:18][O:19][C:13](=[O:14])[C:21]([C:8]1[C:7]2[C:11](=[C:3]([O:2][CH3:1])[CH:4]=[CH:5][CH:6]=2)[NH:10][CH:9]=1)=[O:22] |f:2.3|. Conditions: time 30 minute. Product: COC(C(=O)C1=CNC2=C(C=CC=C12)OC)=O ((7-Methoxy-1H-indol-3-yl)-oxo-acetic acid methyl ester). Run in CCOC(=O)C (EtOAc), CCOCC (Et2O). Reactants: [Si](C)(C)(C(C)(C)C)OCCCCNC1=C(C=NC2=CC=CC=C12)N (N4-[4-(tert-butyldimethylsilanyloxy)butyl]quinoline-3,4-diamine), C(OCC)(OCC)OCC (triethyl orthoformate). The solvent is C1(=CC=CC=C1)C (toluene). Product: [Si](C)(C)(C(C)(C)C)OCCCCN1C=NC=2C=NC=3C=CC=CC3C21 (1-[4-(tert-butyldimethylsilanyloxy)butyl]-1H-imidazo[4,5-c]quinoline). RXN SMILES: [Si:1]([O:8][CH2:9][CH2:10][CH2:11][CH2:12][NH:13][C:14]1[C:23]2[C:18](=[CH:19][CH:20]=[CH:21][CH:22]=2)[N:17]=[CH:16][C:15]=1[NH2:24])([C:4]([CH3:7])([CH3:6])[CH3:5])([CH3:3])[CH3:2].[CH:25](OCC)(OCC)OCC>C1(C)C=CC=CC=1>[Si:1]([O:8][CH2:9][CH2:10][CH2:11][CH2:12][N:13]1[C:14]2[C:23]3[CH:22]=[CH:21][CH:20]=[CH:19][C:18]=3[N:17]=[CH:16][C:15]=2[N:24]=[CH:25]1)([C:4]([CH3:7])([CH3:6])[CH3:5])([CH3:3])[CH3:2]. Procedure: A mixture of N4-[4-(tert-butyldimethylsilanyloxy)butyl]quinoline-3,4-diamine (101 g, 293 mmol) and triethyl orthoformate (43.4 g, 293 mmol) in toluene (200 mL) was heated at reflux for 2 hours and then concentrated under reduced pressure to provide 1-[4-(tert-butyldimethylsilanyloxy)butyl]-1H-imidazo[4,5-c]quinoline as an oil that was used directly in the next step without further purification. Starting materials: CN (methylamine), C(C1=CC=CC=C1)[C@H]1C(O[C@@H](C1)[C@H](CC(CCOCC1=CC=CC=C1)(C)C)NC(=O)OC(C)(C)C)=O (3(R)-benzyl-5(S)-[5-benzyloxy-1(S)-tert-butoxycarbonylamino-3,3-dimethyl-pentyl]-2-oxotetrahydrofuran), C(CCC)NC([C@@H](C[C@@H]([C@H](CC(CC(=O)N1CC(SC2=C1C=CC=C2)C(=O)NCC)(C)C)NC(=O)OC(C)(C)C)O)C(C)C)=O (5(S)-tert-butoxycarbonylamino-4(S)-hydroxy-2(S)-isopropyl-7,7dimethyl-8-[2(R,S)-ethylaminocarbonyl-3,4-dihydro-2H1,4-benzothiazin-4-ylcarbonyl]-octanoic acid (N-butyl)amide). Run in O1CCCC1 (tetrahydrofuran). Conditions: time 30 hour. The product is CNC([C@@H](C[C@@H]([C@H](CC(CCOCC1=CC=CC=C1)(C)C)NC(=O)OC(C)(C)C)O)CC1=CC=CC=C1)=O (2(R)-Benzyl-9-benzyloxy-5(S)-tert-butoxycarbonylamino-4(S)-hydroxy-7,7-dimethylnonanoic acid (N-methyl)amide). Reaction SMILES: [CH3:1][NH2:2].[CH2:3]([C@@H:10]1[CH2:14][C@@H:13]([C@@H:15]([NH:30][C:31]([O:33][C:34]([CH3:37])([CH3:36])[CH3:35])=[O:32])[CH2:16][C:17]([CH3:29])([CH3:28])[CH2:18][CH2:19][O:20][CH2:21][C:22]2[CH:27]=[CH:26][CH:25]=[CH:24][CH:23]=2)[O:12][C:11]1=[O:38])[C:4]1[CH:9]=[CH:8][CH:7]=[CH:6][CH:5]=1.C(NC(=O)[C@H](C(C)C)C[C@H](O)[C@@H](NC(OC(C)(C)C)=O)CC(C)(C)CC(N1C2C=CC=CC=2SC(C(NCC)=O)C1)=O)CCC>O1CCCC1>[CH3:1][NH:2][C:11](=[O:38])[C@H:10]([CH2:3][C:4]1[CH:9]=[CH:8][CH:7]=[CH:6][CH:5]=1)[CH2:14][C@H:13]([OH:12])[C@@H:15]([NH:30][C:31]([O:33][C:34]([CH3:35])([CH3:36])[CH3:37])=[O:32])[CH2:16][C:17]([CH3:29])([CH3:28])[CH2:18][CH2:19][O:20][CH2:21][C:22]1[CH:27]=[CH:26][CH:25]=[CH:24][CH:23]=1. Procedure details: 8 ml of methylamine are passed into a solution of 476 mg of 3(R)-benzyl-5(S)-[5-benzyloxy-1(S)-tert-butoxycarbonylamino-3,3-dimethyl-pentyl]-2-oxotetrahydrofuran (Example 74d)) in 4 ml of tetrahydrofuran at 0° C. and a condensation reaction is carried out. The solution is stirred at room temperature for 30 h and concentrated and the residue is further reacted without chromatography: Rf (L)=0.48; FAB-MS:(M+H)+ =527.